From a dataset of the Open Reaction Database (ORD), a public repository of structured organic reaction records. describe an organic reaction: reactants, conditions, products, and yield Reactants: CC(C)=O, CCOC1CC2(C)C(CCC3C4CCC(C(C)=O)C4(C)CC(OC(=O)CCl)C32)CC1O, [I-], [Na+]. The product is CCOC1CC2(C)C(CCC3C4CCC(C(C)=O)C4(C)CC(OC(=O)CI)C32)CC1O. RXN SMILES: [CH3:34][C:35](=[O:36])[CH3:37].[Cl:1][CH2:2][C:3](=[O:4])[O:5][CH:6]1[CH:7]2[C:8]3([CH3:31])[CH2:9][CH:10]([O:28][CH2:29][CH3:30])[CH:11]([OH:27])[CH2:12][CH:13]3[CH2:14][CH2:15][CH:16]2[CH:17]2[CH2:18][CH2:19][CH:20]([C:21]([CH3:22])=[O:23])[C:24]2([CH3:26])[CH2:25]1.[I-:33].[Na+:32]>>[CH2:2]([C:3](=[O:4])[O:5][CH:6]1[CH:7]2[C:8]3([CH3:31])[CH2:9][CH:10]([O:28][CH2:29][CH3:30])[CH:11]([OH:27])[CH2:12][CH:13]3[CH2:14][CH2:15][CH:16]2[CH:17]2[CH2:18][CH2:19][CH:20]([C:21]([CH3:22])=[O:23])[C:24]2([CH3:26])[CH2:25]1)[I:33]. Reactants: O (water), C(C1=CC=CC=C1)NC=1C=CC(=C(C(=O)NC(C)C)C1)F (5-benzylamino-2-fluoro-N-isopropyl-benzamide), C(C)(C)N(CC)C(C)C (diisopropylethylamine), O=C1COC2=C(N1)C=C(C=C2)S(=O)(=O)Cl (3-oxo-3,4-dihydro-2H-1,4-benzooxazine-6-sulfonyl chloride). Solvent: ClCCl (dichloromethane). Yields the product C(C1=CC=CC=C1)N(C=1C=CC(=C(C(=O)NC(C)C)C1)F)S(=O)(=O)C=1C=CC2=C(NC(CO2)=O)C1 (5-[Benzyl-(3-oxo-3,4-dihydro-2H-benzo[1,4]oxazine-6-sulfonyl)-amino]-2-fluoro-N-isopropyl-benzamide), solid. Reaction SMILES: [CH2:1]([NH:8][C:9]1[CH:10]=[CH:11][C:12]([F:21])=[C:13]([CH:20]=1)[C:14]([NH:16][CH:17]([CH3:19])[CH3:18])=[O:15])[C:2]1[CH:7]=[CH:6][CH:5]=[CH:4][CH:3]=1.C(N(C(C)C)CC)(C)C.[O:31]=[C:32]1[NH:37][C:36]2[CH:38]=[C:39]([S:42](Cl)(=[O:44])=[O:43])[CH:40]=[CH:41][C:35]=2[O:34][CH2:33]1.O>ClCCl>[CH2:1]([N:8]([S:42]([C:39]1[CH:40]=[CH:41][C:35]2[O:34][CH2:33][C:32](=[O:31])[NH:37][C:36]=2[CH:38]=1)(=[O:44])=[O:43])[C:9]1[CH:10]=[CH:11][C:12]([F:21])=[C:13]([CH:20]=1)[C:14]([NH:16][CH:17]([CH3:18])[CH3:19])=[O:15])[C:2]1[CH:3]=[CH:4][CH:5]=[CH:6][CH:7]=1. Procedure details: A solution of 5-benzylamino-2-fluoro-N-isopropyl-benzamide (30 mg, 0.1 mmol), diisopropylethylamine (37 μL, 0.2 mmol), and 3-oxo-3,4-dihydro-2H-1,4-benzooxazine-6-sulfonyl chloride (52 mg, 0.2 mmol) was refluxed in dry dichloromethane (3 ml) for 18 hrs. On cooling, water (10 ml) was added with stirring. The organic layer was separated, dried (PTFE frit), then concentrated in vacuo. The crude residue was purified by preparative TLC (10% v/v ethyl acetate/dichloromethane) to afford the title compo... Reactants: CCOC(=O)c1ccc(-c2cccc(C(=O)Nc3ccc(N4CCOCC4)cc3)c2)cc1, C1CCOC1, [Na+], [OH-]. The product is O=C(O)c1ccc(-c2cccc(C(=O)Nc3ccc(N4CCOCC4)cc3)c2)cc1. Reaction SMILES: [CH2:1]([CH3:2])[O:3][C:4](=[O:5])[c:6]1[cH:7][cH:8][c:9](-[c:12]2[cH:13][c:14]([C:18]([NH:19][c:20]3[cH:21][cH:22][c:23]([N:26]4[CH2:27][CH2:28][O:29][CH2:30][CH2:31]4)[cH:24][cH:25]3)=[O:32])[cH:15][cH:16][cH:17]2)[cH:10][cH:11]1.[CH2:33]1[O:34][CH2:35][CH2:36][CH2:37]1.[Na+:39].[OH-:38]>>[O:3]=[C:4]([OH:5])[c:6]1[cH:7][cH:8][c:9](-[c:12]2[cH:13][c:14]([C:18]([NH:19][c:20]3[cH:21][cH:22][c:23]([N:26]4[CH2:27][CH2:28][O:29][CH2:30][CH2:31]4)[cH:24][cH:25]3)=[O:32])[cH:15][cH:16][cH:17]2)[cH:10][cH:11]1. Reactants: O (Water), ClC1=CC=C(C=CCN(CCC#N)C)C=C1 (3-[N-(p-chlorocinnamyl)-methylamino]propionitrile), 11, [H-].[Na+] (sodium hydride). The solvent is CN(P(N(C)C)(N(C)C)=O)C (hexamethylphosphoric acid triamide), CN(P(N(C)C)(N(C)C)=O)C (HMPT). Yields the product ClC1=CC=C(CC2C(CN(C2)C)C#N)C=C1 (4-(p-chlorobenzyl)-1-methylpyrrolidin-3-carbonitrile). Reaction conditions: time 16 hour. RXN SMILES: [Cl:1][C:2]1[CH:16]=[CH:15][C:5]([CH:6]=[CH:7][CH2:8][N:9]([CH3:14])[CH2:10][CH2:11][C:12]#[N:13])=[CH:4][CH:3]=1.[H-].[Na+].O>CN(C)P(=O)(N(C)C)N(C)C>[Cl:1][C:2]1[CH:3]=[CH:4][C:5]([CH2:6][CH:7]2[CH2:8][N:9]([CH3:14])[CH2:10][CH:11]2[C:12]#[N:13])=[CH:15][CH:16]=1 |f:1.2|. Reported procedure: 252 g of 3-[N-(p-chlorocinnamyl)-methylamino]propionitrile in 1 liter of hexamethylphosphoric acid triamide (HMPT) are added dropwise over a period of 11/4 hours at 0°-5° and in a nitrogen atmosphere to a suspension of 36 g of sodium hydride (80% in mineral oil) in 2 liter of HMPT, and the mixture stirred at room temperature for a period of 16 hours. Water is then added to the mixture with ice cooling, the mixture extracted with ether, the organic phase washed with water, dried over sodium sulph...